Task: describe an organic reaction: reactants, conditions, products, and yield. Dataset: the Open Reaction Database (ORD), a public repository of structured organic reaction records The reactants are O (water), C(C)(C)(C)C1=C(C(=CC(=C1)OC)C(C)(C)C)O (2,6-di-tert-butyl-4-methoxyphenol), C(C)(=O)OC(C)=O (acetic anhydride), S(O)(O)(=O)=O (sulfuric acid). Solvent: C(C)#N (acetonitrile). Reaction conditions: time 8 hour. Product: C(C)(=O)OC1=C(C=C(C=C1C(C)(C)C)OC)C(C)(C)C (4-acetoxy-3,5-di-tert-butylanisole). RXN SMILES: [C:1]([C:5]1[CH:10]=[C:9]([O:11][CH3:12])[CH:8]=[C:7]([C:13]([CH3:16])([CH3:15])[CH3:14])[C:6]=1[OH:17])([CH3:4])([CH3:3])[CH3:2].[C:18](OC(=O)C)(=[O:20])[CH3:19].S(=O)(=O)(O)O.O>C(#N)C>[C:18]([O:17][C:6]1[C:7]([C:13]([CH3:16])([CH3:15])[CH3:14])=[CH:8][C:9]([O:11][CH3:12])=[CH:10][C:5]=1[C:1]([CH3:4])([CH3:3])[CH3:2])(=[O:20])[CH3:19]. Procedure: To a solution of 1.50 kg (6.35 mol) of 2,6-di-tert-butyl-4-methoxyphenol and 658 mL (6.98 mol) of acetic anhydride dissolved in 1.2 L of acetonitrile, 3 mL of conc. sulfuric acid was added and the mixture was stirred overnight at room temperature. To the mixture, a great excess of water was added and the resulting solids were filtered and dried. The obtained 4-acetoxy-3,5-di-tert-butylanisole was used in the next reaction without further purification.